The task is: describe an organic reaction: reactants, conditions, products, and yield. This data is from the Open Reaction Database (ORD), a public repository of structured organic reaction records. The product is BrC1=CC=C(CCN2C[C@H]3CC=CC[C@H]3C2)C=C1 (cis-2-(4-bromophenethyl)-3a,4,7,7a-tetrahydroisoindoline). Run in O (water), C1(=CC=CC=C1)C (Toluene), CN(C=O)C (dimethylformamide). Yield: 42.2%. Procedure: A mixture of 0.6 g of cis-3a,4,7,7a-tetrahydroisoindoline, 1.4 g of 4-bromophenethyl bromide, 1.0 g of potassium carbonate and 3 mL of dimethylformamide was stirred and heated in a 90° oil bath for 1 hour. Toluene (20 mL) and water (20 mL) were added and the aqueous layer was extracted with toluene. Addition of 10 mL of 10% hydrochloric acid to the toluene solution resulted in the formation of three layers. The two lower layers were made basic with aqueous sodium hydroxide solution. Extraction w... As a reaction SMILES: [CH2:1]1[C@@H:9]2[C@@H:4]([CH2:5][CH:6]=[CH:7][CH2:8]2)[CH2:3][NH:2]1.[Br:10][C:11]1[CH:19]=[CH:18][C:14]([CH2:15][CH2:16]Br)=[CH:13][CH:12]=1.C(=O)([O-])[O-].[K+].[K+].[OH-].[Na+]>O.C1(C)C=CC=CC=1.CN(C)C=O>[Br:10][C:11]1[CH:19]=[CH:18][C:14]([CH2:15][CH2:16][N:2]2[CH2:3][C@H:4]3[C@H:9]([CH2:8][CH:7]=[CH:6][CH2:5]3)[CH2:1]2)=[CH:13][CH:12]=1 |f:2.3.4,5.6|. The reactants are [OH-].[Na+] (sodium hydroxide), C1NC[C@@H]2CC=CC[C@H]12 (cis-3a,4,7,7a-tetrahydroisoindoline), BrC1=CC=C(CCBr)C=C1 (4-bromophenethyl bromide), C([O-])([O-])=O.[K+].[K+] (potassium carbonate). Reactants: [N+](=O)([O-])C=1C=C(C=CC1)CS(=O)(=O)[NH-] ((3-Nitrophenyl)methanesulfonyl amide). The reagents and catalysts are [Ni] (Ni). Solvent: CO (methanol). Run at time 4 hour. The product is NC=1C=C(C=CC1)CS(=O)(=O)N ((3-amino-phenyl)-methanesulfonamide). Yield: 93.4%. Reaction SMILES: [N+:1]([C:4]1[CH:5]=[C:6]([CH2:10][S:11]([NH-:14])(=[O:13])=[O:12])[CH:7]=[CH:8][CH:9]=1)([O-])=O>CO.[Ni]>[NH2:1][C:4]1[CH:5]=[C:6]([CH2:10][S:11]([NH2:14])(=[O:12])=[O:13])[CH:7]=[CH:8][CH:9]=1. Procedure details: (3-Nitrophenyl)methanesulfonyl amide (3.5 g, 16 mM) was hydrogenated over Raney-Ni (0.5 g) in methanol at 50° C. and 70 psi for 4 hours. Then the catalyst was filtered off and washed with warm methanol. The combined filtrates were evaporated to give 2.83 g (95%) of (3-amino-phenyl)-methanesulfonamide. Isolated yield 60.0%. The reactants are O1CCCC1 (tetrahydrofuran), C(=O)N1CCCCC1 (1-formylpiperidine), CN(C=O)C (dimethylformamide). Procedure details: A reaction scheme according to embodiments of the present invention is illustrated in FIG. 1. As illustrated in FIG. 1, methoxypyridine is deprotonated using the alkylmetal reagent (trimethylsilylmethyl)lithium. According to embodiments of the present invention, 4-methoxypyridine may be reacted with (trimethylsilylmethyl)lithium then N-formylpiperidine to produce 4-methoxy-3-pyridinecarboxaldehyde (MPC). The reaction is carried out at a temperature of about −20° C. or less in the presence of tet... Product: COC1=C(C=NC=C1)C=O (MPC). Reaction SMILES: [O:1]1[CH2:5][CH2:4][CH2:3][CH2:2]1.C([N:8]1[CH2:13]CCC[CH2:9]1)=O.CN(C)[CH:16]=[O:17]>>[CH3:16][O:17][C:3]1[CH:2]=[CH:13][N:8]=[CH:9][C:4]=1[CH:5]=[O:1]. Starting materials: Oc1ccc(-c2c[nH]c3ncc(Br)cc23)cn1, COc1ccc(COc2ccc(B(O)O)cc2OC)cc1, CC#N, [Na+], [Na+], O=C([O-])[O-], O. The product is COc1ccc(COc2ccc(-c3cnc4[nH]cc(-c5ccc(O)nc5)c4c3)cc2OC)cc1. As a reaction SMILES: [Br:1][c:2]1[cH:3][c:4]2[c:5]([n:6][cH:7]1)[nH:8][cH:9][c:10]2-[c:11]1[cH:12][cH:13][c:14]([OH:17])[n:15][cH:16]1.[CH3:18][O:19][c:20]1[cH:21][cH:22][c:23]([CH2:26][O:27][c:28]2[c:29]([O:37][CH3:38])[cH:30][c:31]([B:34]([OH:35])[OH:36])[cH:32][cH:33]2)[cH:24][cH:25]1.[CH3:39][C:40]#[N:41].[Na+:42].[Na+:43].[O-:44][C:45](=[O:46])[O-:47].[OH2:48]>>[c:2]1(-[c:31]2[cH:30][c:29]([O:37][CH3:38])[c:28]([O:27][CH2:26][c:23]3[cH:22][cH:21][c:20]([O:19][CH3:18])[cH:25][cH:24]3)[cH:33][cH:32]2)[cH:3][c:4]2[c:5]([n:6][cH:7]1)[nH:8][cH:9][c:10]2-[c:11]1[cH:12][cH:13][c:14]([OH:17])[n:15][cH:16]1. Starting materials: CCCC(c1ccc(C(=O)OC)cc1)n1ccc([N+](=O)[O-])n1, CO, CCOC(C)=O, NN, O. Yields the product CCCC(c1ccc(C(=O)OC)cc1)n1ccc(N)n1. Reaction SMILES: [CH3:1][O:2][C:3]([c:4]1[cH:5][cH:6][c:7]([CH:10]([CH2:11][CH2:12][CH3:13])[n:14]2[n:15][c:16]([N+:19]([O-:20])=[O:21])[cH:17][cH:18]2)[cH:8][cH:9]1)=[O:22].[CH3:23][OH:24].[CH3:27][CH2:28][O:29][C:30](=[O:31])[CH3:32].[NH2:25][NH2:26].[OH2:33]>>[CH3:1][O:2][C:3]([c:4]1[cH:5][cH:6][c:7]([CH:10]([CH2:11][CH2:12][CH3:13])[n:14]2[n:15][c:16]([NH2:19])[cH:17][cH:18]2)[cH:8][cH:9]1)=[O:22]. Starting materials: C(=O)C1=C(C(=C(N1)C)C(=O)O)C (5-Formyl-2,4-dimethyl-1H-pyrrole-3-carboxylic acid), C(C)N(CCN)CC (N,N-diethylethylenediamine). The product is C(C)N(CCNC(=O)C1=C(NC(=C1C)C=O)C)CC (5-formyl-2,4-dimethyl-1H-pyrrole-3-carboxylic acid (2-diethylamino-ethyl)-amide). The yield is 78.0%. RXN SMILES: [CH:1]([C:3]1[NH:7][C:6]([CH3:8])=[C:5]([C:9]([OH:11])=O)[C:4]=1[CH3:12])=[O:2].[CH2:13]([N:15]([CH2:19][CH3:20])[CH2:16][CH2:17][NH2:18])[CH3:14]>>[CH2:13]([N:15]([CH2:19][CH3:20])[CH2:16][CH2:17][NH:18][C:9]([C:5]1[C:4]([CH3:12])=[C:3]([CH:1]=[O:2])[NH:7][C:6]=1[CH3:8])=[O:11])[CH3:14]. Procedure: 5-Formyl-2,4-dimethyl-1H-pyrrole-3-carboxylic acid (5 g, 2.99 mmol) reacted with N,N-diethylethylenediamine (4.62 mL) to give 6.19 g (78%) of 5-formyl-2,4-dimethyl-1H-pyrrole-3-carboxylic acid (2-diethylamino-ethyl)-amide. The reactants are O=C1N(C=NC2=CC=C(C=C12)CN(C1=CC=C(C(=O)N[C@@H](CCC(=O)OCC)C(=O)OCC)C=C1)CC#C)COC(C(C)(C)C)=O (Diethyl N-(4-(N-((3,4-dihydro-4-oxo-3-((pivaloyl)oxy) methyl-6-quinazolinyl)methyl)prop-2-ynylamino)benzoyl)-L-glutamate), O (H2O). Run in CCO (EtOH). Conditions: time 40 minute. Product: O=C1NC=NC2=CC=C(C=C12)CN(C1=CC=C(C(=O)N[C@@H](CCC(=O)O)C(=O)O)C=C1)CC#C (N-(4-(N-((3,4-dihydro-4-oxo-6-quinazolinyl)methyl)prop-2-ynylamino)benzoyl)-L-glutamic acid). As a reaction SMILES: [O:1]=[C:2]1[C:11]2[C:6](=[CH:7][CH:8]=[C:9]([CH2:12][N:13]([CH2:36][C:37]#[CH:38])[C:14]3[CH:35]=[CH:34][C:17]([C:18]([NH:20][C@H:21]([C:29]([O:31]CC)=[O:30])[CH2:22][CH2:23][C:24]([O:26]CC)=[O:25])=[O:19])=[CH:16][CH:15]=3)[CH:10]=2)[N:5]=[CH:4][N:3]1COC(=O)C(C)(C)C.O>CCO>[O:1]=[C:2]1[C:11]2[C:6](=[CH:7][CH:8]=[C:9]([CH2:12][N:13]([CH2:36][C:37]#[CH:38])[C:14]3[CH:15]=[CH:16][C:17]([C:18]([NH:20][C@H:21]([C:29]([OH:31])=[O:30])[CH2:22][CH2:23][C:24]([OH:26])=[O:25])=[O:19])=[CH:34][CH:35]=3)[CH:10]=2)[N:5]=[CH:4][NH:3]1. Procedure: A mixture of the gummy triester (5)(0.633 g, 0.001 mole), H2O (18 mL), EtOH (18 mL), and 1.00N NaOHaq (5 mL, 0.005 mole) was placed in a conical flask and stirred vigorously (magnetic stirrer) for 40 minutes to give a pale yellow solution. This solution was kept at 22° C. for 18.5 hours. It was then filtered through a bed of Celite (carbon treatment) and the clear filtrate acidified to pH 2.5 with 1.00 N HClaq. The resulting white gelatinous precipitate of the product was centrifuged (1500g/30 m... Reactants: CON(C)C(=O)C(Cc1ccccc1F)NC(=O)OC(C)(C)C, Cc1cccc(Cl)c1C(=O)NC(C)(C)C. Yields the product CC(C)(C)NC(=O)c1c(Cl)cccc1CC(=O)C(Cc1ccccc1F)NC(=O)OC(C)(C)C. Reaction SMILES: [C:1]([CH3:2])([CH3:3])([CH3:4])[O:5][C:6]([NH:7][CH:8]([CH2:9][c:10]1[c:11]([F:16])[cH:12][cH:13][cH:14][cH:15]1)[C:17]([N:18]([O:19][CH3:20])[CH3:21])=[O:22])=[O:23].[C:24]([CH3:25])([CH3:26])([CH3:27])[NH:28][C:29]([c:30]1[c:31]([Cl:37])[cH:32][cH:33][cH:34][c:35]1[CH3:36])=[O:38]>>[C:1]([CH3:2])([CH3:3])([CH3:4])[O:5][C:6]([NH:7][CH:8]([CH2:9][c:10]1[c:11]([F:16])[cH:12][cH:13][cH:14][cH:15]1)[C:17](=[O:22])[CH2:36][c:35]1[c:30]([C:29]([NH:28][C:24]([CH3:25])([CH3:26])[CH3:27])=[O:38])[c:31]([Cl:37])[cH:32][cH:33][cH:34]1)=[O:23]. Starting materials: ClC1=CC=C2C(CCO2)=C1N (5-chloro-2,3-dihydro-4-benzofuranamine), BrN1C(CCC1=O)=O (N-bromosuccinimide). The solvent is C1=CC=CC=C1 (benzene). Product: 11.8, BrC=1C=C(C(=C2CCOC21)N)Cl (7-bromo-5-chloro-2,3-dihydro-4-benzofuranamine). The yield is 87.9%. Reaction SMILES: [Cl:1][C:2]1[C:10]([NH2:11])=[C:6]2[CH2:7][CH2:8][O:9][C:5]2=[CH:4][CH:3]=1.[Br:12]N1C(=O)CCC1=O>C1C=CC=CC=1>[Br:12][C:4]1[CH:3]=[C:2]([Cl:1])[C:10]([NH2:11])=[C:6]2[C:5]=1[O:9][CH2:8][CH2:7]2. Reported procedure: A solution of 9.1 parts of 5-chloro-2,3-dihydro-4-benzofuranamine [described in J. Het. Chem., 17(6) 1333 (1980)], 9.6 parts of N-bromosuccinimide and 130.5 parts of benzene was stirred for 1 hour at reflux temperature. The solvent was evaporated and the residue was dissolved in 387.4 parts of trichloromethane. The solution was washed with water (2×200 parts). The organic layer was dried, filtered and evaporated. The residue was purified by column chromatography (silica gel; C6H14 /CH2Cl2 50:50)...